Dataset: the Open Reaction Database (ORD), a public repository of structured organic reaction records. Task: describe an organic reaction: reactants, conditions, products, and yield The reactants are ClCCCl, CCN(C(C)C)C(C)C, O=C(COc1ccc(Cl)cc1Cl)Nc1cccc(C(=O)O)c1, NCc1ccncc1, CN(C)C=O, On1nnc2ccccc21. The product is O=C(COc1ccc(Cl)cc1Cl)Nc1cccc(C(=O)NCc2ccncc2)c1. RXN SMILES: [CH2:31]([Cl:32])[CH2:33][Cl:34].[CH:45]([N:46]([CH2:47][CH3:48])[CH:49]([CH3:50])[CH3:51])([CH3:52])[CH3:53].[Cl:1][c:2]1[c:3]([O:4][CH2:5][C:6](=[O:7])[NH:8][c:9]2[cH:10][c:11]([C:12](=[O:13])[OH:14])[cH:15][cH:16][cH:17]2)[cH:18][cH:19][c:20]([Cl:22])[cH:21]1.[NH2:23][CH2:24][c:25]1[cH:26][cH:27][n:28][cH:29][cH:30]1.[O:54]=[CH:55][N:56]([CH3:57])[CH3:58].[OH:35][n:36]1[c:37]2[c:38]([cH:39][cH:40][cH:41][cH:42]2)[n:43][n:44]1>>[Cl:1][c:2]1[c:3]([O:4][CH2:5][C:6](=[O:7])[NH:8][c:9]2[cH:10][c:11]([C:12](=[O:14])[NH:23][CH2:24][c:25]3[cH:26][cH:27][n:28][cH:29][cH:30]3)[cH:15][cH:16][cH:17]2)[cH:18][cH:19][c:20]([Cl:22])[cH:21]1.